From a dataset of the Open Reaction Database (ORD), a public repository of structured organic reaction records. describe an organic reaction: reactants, conditions, products, and yield Starting materials: C1(CCCCC1)=O (cyclohexanone), COC1=CC=C(C=C1)C=1SC=CC1C1=CC=C(C=C1)OC (2,3-bis(4-methoxyphenyl)thiophene), C(CCC)[Li] (n-butyl lithium). Run in C(C)OCC (diethyl ether), C1(=CC=CC=C1)C (toluene), C(C)OCC (diethyl ether). Conditions: time 1 hour. Yields the product COC1=CC=C(C=C1)C=1C=C(SC1C1=CC=C(C=C1)OC)C1(CCCCC1)O (1-[4,5-bis(4-Methoxyphenyl)thien-2-yl]cyclohexanol). Isolated yield 74.0%. As a reaction SMILES: [CH3:1][O:2][C:3]1[CH:8]=[CH:7][C:6]([C:9]2[S:10][CH:11]=[CH:12][C:13]=2[C:14]2[CH:19]=[CH:18][C:17]([O:20][CH3:21])=[CH:16][CH:15]=2)=[CH:5][CH:4]=1.C([Li])CCC.[C:27]1(=[O:33])[CH2:32][CH2:31][CH2:30][CH2:29][CH2:28]1>C1(C)C=CC=CC=1.C(OCC)C>[CH3:21][O:20][C:17]1[CH:18]=[CH:19][C:14]([C:13]2[CH:12]=[C:11]([C:27]3([OH:33])[CH2:32][CH2:31][CH2:30][CH2:29][CH2:28]3)[S:10][C:9]=2[C:6]2[CH:5]=[CH:4][C:3]([O:2][CH3:1])=[CH:8][CH:7]=2)=[CH:15][CH:16]=1. Procedure details: A solution of 2,3-bis(4-methoxyphenyl)thiophene (5.92 g, 20 mmole) in toluene (20 ml)/diethyl ether (120 ml) was treated with 1.6M n-butyl lithium (14 ml, 1.1 equiv.) and heated at reflux for 1.5 hours. The reaction mixture was cooled to 0° and treated with a solution of cyclohexanone (2.3 ml, 1.1 equiv.) in 5 ml of diethyl ether. The mixture was stirred for 1.5 hours at 0° and 1 hour at room temperature, quenched with water, and extracted with ethyl acetate. The organic extracts were washed wit... Reactants: NC=1N(C2=CC(=CC=C2C(C1C=1NC=CN1)=O)I)CC (2-amino-1-ethyl-3-(1H-imidazol-2-yl)-7-iodo-1H-quinolin-4-one), 0.262, O[C@](C#C)(COC)C ((R)-3-hydroxy-4-methoxy-3-methyl-but-1-yne). The reagents and catalysts are [Pd](Cl)Cl.C1(=CC=CC=C1)P([C-]1C=CC=C1)C1=CC=CC=C1.[C-]1(C=CC=C1)P(C1=CC=CC=C1)C1=CC=CC=C1.[Fe+2] (1,1′-bis(diphenylphosphino)ferrocene palladium dichloride), [Cu](I)I (copper iodide). The solvent is CN(C)C=O (DMF). Conditions: temperature 80 celsius, time 6 hour. Yields the product NC=1N(C2=CC(=CC=C2C(C1C=1NC=CN1)=O)C#C[C@@](COC)(C)O)CC (2-Amino-1-ethyl-7-((R)-3-hydroxy-4-methoxy-3-methyl-but-1-ynyl)-3-(1H-imidazol-2-yl)-1H-quinolin-4-one). As a reaction SMILES: [NH2:1][C:2]1[N:3]([CH2:19][CH3:20])[C:4]2[C:9]([C:10](=[O:17])[C:11]=1[C:12]1[NH:13][CH:14]=[CH:15][N:16]=1)=[CH:8][CH:7]=[C:6](I)[CH:5]=2.[OH:21][C@@:22]([CH3:28])([CH2:25][O:26][CH3:27])[C:23]#[CH:24]>CN(C=O)C.[Pd](Cl)Cl.C1(P(C2C=CC=CC=2)[C-]2C=CC=C2)C=CC=CC=1.[C-]1(P(C2C=CC=CC=2)C2C=CC=CC=2)C=CC=C1.[Fe+2].[Cu](I)I>[NH2:1][C:2]1[N:3]([CH2:19][CH3:20])[C:4]2[C:9]([C:10](=[O:17])[C:11]=1[C:12]1[NH:13][CH:14]=[CH:15][N:16]=1)=[CH:8][CH:7]=[C:6]([C:24]#[C:23][C@:22]([OH:21])([CH3:28])[CH2:25][O:26][CH3:27])[CH:5]=2 |f:3.4.5.6|. Reported procedure: 0.43 mg (1.15 mmol) of 2-amino-1-ethyl-3-(1H-imidazol-2-yl)-7-iodo-1H-quinolin-4-one, 0.262 (23 mmol) of (R)-3-hydroxy-4-methoxy-3-methyl-but-1-yne, and 0.397 g (3.45 mmol) were mixed in 15 ml of DMF. Argon was flushed through this solution for 10 minutes. After addition of 0.126 mg (0.17 mmol) of 1,1′-bis(diphenylphosphino)ferrocene palladium dichloride and 0.033 mg (0.17 mmol) of copper iodide, the reaction mixture was stirred at 80° C. during 6 hours. The reaction mixture was then evaporated ... RXN SMILES: [CH3:1][N:2]([CH3:32])[CH:3]1[CH2:7][CH2:6][N:5]([C:8]2[CH:13]=[CH:12][C:11]([NH:14][C:15]([N:17]3[CH2:22][CH:21]=[C:20](B4OC(C)(C)C(C)(C)O4)[CH2:19][CH2:18]3)=[O:16])=[CH:10][CH:9]=2)[CH2:4]1.Br[C:34]1[CH:41]=[CH:40][CH:39]=[CH:38][C:35]=1[C:36]#[N:37]>>[CH3:1][N:2]([CH3:32])[CH:3]1[CH2:7][CH2:6][N:5]([C:8]2[CH:13]=[CH:12][C:11]([NH:14][C:15]([N:17]3[CH2:22][CH:21]=[C:20]([C:34]4[CH:41]=[CH:40][CH:39]=[CH:38][C:35]=4[C:36]#[N:37])[CH2:19][CH2:18]3)=[O:16])=[CH:10][CH:9]=2)[CH2:4]1. Procedure details: 4-(4,4,5,5-Tetramethyl-[1,3,2]dioxaborolan-2-yl)-3,6-dihydro-2H-pyridine-1-carboxylic acid [4-(3-dimethylaminopyrrolidin-1-yl)phenyl]amide was reacted with 2-bromobenzonitrile by method O-a. This resulted in the product with the molecular weight of 415.54 (C25H29N5O); MS (ESI): 416 (M+H+) Product: CN(C1CN(CC1)C1=CC=C(C=C1)NC(=O)N1CCC(=CC1)C1=C(C=CC=C1)C#N)C (4-(2-Cyanophenyl)-3,6-dihydro-2H-pyridine-1-carboxylic acid [4-(3-dimethylamino-pyrrolidin-1-yl)phenyl]amide). Reactants: CN(C1CN(CC1)C1=CC=C(C=C1)NC(=O)N1CCC(=CC1)B1OC(C(O1)(C)C)(C)C)C (4-(4,4,5,5-Tetramethyl-[1,3,2]dioxaborolan-2-yl)-3,6-dihydro-2H-pyridine-1-carboxylic acid [4-(3-dimethylaminopyrrolidin-1-yl)phenyl]amide), BrC1=C(C#N)C=CC=C1 (2-bromobenzonitrile). Starting materials: ClC(Cl)(Cl)Cl, ClCCl, CC(=O)Nc1nc(CCc2ccc(CO)cc2)cs1, c1ccc(P(c2ccccc2)c2ccccc2)cc1. Product: CC(=O)Nc1nc(CCc2ccc(CCl)cc2)cs1. Reaction SMILES: [C:20]([Cl:21])([Cl:22])([Cl:23])[Cl:24].[Cl:44][CH2:45][Cl:46].[OH:1][CH2:2][c:3]1[cH:4][cH:5][c:6]([CH2:9][CH2:10][c:11]2[n:12][c:13]([NH:16][C:17]([CH3:18])=[O:19])[s:14][cH:15]2)[cH:7][cH:8]1.[c:25]1([P:26]([c:27]2[cH:28][cH:29][cH:30][cH:31][cH:32]2)[c:33]2[cH:34][cH:35][cH:36][cH:37][cH:38]2)[cH:39][cH:40][cH:41][cH:42][cH:43]1>>[CH2:2]([c:3]1[cH:4][cH:5][c:6]([CH2:9][CH2:10][c:11]2[n:12][c:13]([NH:16][C:17]([CH3:18])=[O:19])[s:14][cH:15]2)[cH:7][cH:8]1)[Cl:21].